From a dataset of the Open Reaction Database (ORD), a public repository of structured organic reaction records. describe an organic reaction: reactants, conditions, products, and yield The reactants are C=CCOCc1cccc(N)c1, C=CCCOc1cccc(-c2ccnc(Cl)n2)c1, CCCCO, Cl. Product: C=CCCOc1cccc(-c2ccnc(Nc3cccc(COCC=C)c3)n2)c1. As a reaction SMILES: [CH2:19]([CH:20]=[CH2:21])[O:22][CH2:23][c:24]1[cH:25][c:26]([NH2:30])[cH:27][cH:28][cH:29]1.[CH2:1]([CH2:2][CH:3]=[CH2:4])[O:5][c:6]1[cH:7][c:8](-[c:12]2[n:13][c:14]([Cl:18])[n:15][cH:16][cH:17]2)[cH:9][cH:10][cH:11]1.[CH2:32]([OH:33])[CH2:34][CH2:35][CH3:36].[ClH:31]>>[CH2:1]([CH2:2][CH:3]=[CH2:4])[O:5][c:6]1[cH:7][c:8](-[c:12]2[n:13][c:14]([NH:30][c:26]3[cH:25][c:24]([CH2:23][O:22][CH2:19][CH:20]=[CH2:21])[cH:29][cH:28][cH:27]3)[n:15][cH:16][cH:17]2)[cH:9][cH:10][cH:11]1. Starting materials: NCCNC(=O)C1=NC(=C2N=CN(C2=N1)[C@@H]1O[C@@H]([C@H]([C@H]1O)O)C(=O)NCC)NCC(C1=CC=CC=C1)C1=CC=CC=C1 (N-(2-aminoethyl)-6-[(2,2-diphenylethyl)amino]-9-{(2R,3R,4S,5S)-5-[(ethylamino)carbonyl]-3,4-dihydroxytetrahydro-2-furanyl}-9H-purine-2-carboxamide), C1(CCCCC1)N(CCNC(=O)N1C=NC=C1)C(C)C (N-{2-[cyclohexyl(isopropyl)amino]ethyl}1H-imidazole-1-carboxamide). Yields the product C1(CCCCC1)N(CCNC(=O)NCCNC(=O)C1=NC(=C2N=CN(C2=N1)[C@@H]1O[C@@H]([C@H]([C@H]1O)O)C(=O)NCC)NCC(C1=CC=CC=C1)C1=CC=CC=C1)C(C)C (N-(2-{[({2-[Cyclohexyl(isopropyl)amino]ethyl}amino)carbonyl]amino}ethyl)-6-[(2,2-diphenylethyl)amino]-9-{(2R,3R,4S,5S)-5-[(ethylamino)carbonyl]-3,4-dihydroxytetrahydro-2-furanyl}-9H-purine-2carboxamide). Reaction SMILES: [NH2:1][CH2:2][CH2:3][NH:4][C:5]([C:7]1[N:15]=[C:14]2[C:10]([N:11]=[CH:12][N:13]2[C@H:16]2[C@H:20]([OH:21])[C@H:19]([OH:22])[C@@H:18]([C:23]([NH:25][CH2:26][CH3:27])=[O:24])[O:17]2)=[C:9]([NH:28][CH2:29][CH:30]([C:37]2[CH:42]=[CH:41][CH:40]=[CH:39][CH:38]=2)[C:31]2[CH:36]=[CH:35][CH:34]=[CH:33][CH:32]=2)[N:8]=1)=[O:6].[CH:43]1([N:49]([CH:60]([CH3:62])[CH3:61])[CH2:50][CH2:51][NH:52][C:53](N2C=CN=C2)=[O:54])[CH2:48][CH2:47][CH2:46][CH2:45][CH2:44]1>>[CH:43]1([N:49]([CH:60]([CH3:62])[CH3:61])[CH2:50][CH2:51][NH:52][C:53]([NH:1][CH2:2][CH2:3][NH:4][C:5]([C:7]2[N:15]=[C:14]3[C:10]([N:11]=[CH:12][N:13]3[C@H:16]3[C@H:20]([OH:21])[C@H:19]([OH:22])[C@@H:18]([C:23]([NH:25][CH2:26][CH3:27])=[O:24])[O:17]3)=[C:9]([NH:28][CH2:29][CH:30]([C:37]3[CH:42]=[CH:41][CH:40]=[CH:39][CH:38]=3)[C:31]3[CH:36]=[CH:35][CH:34]=[CH:33][CH:32]=3)[N:8]=2)=[O:6])=[O:54])[CH2:48][CH2:47][CH2:46][CH2:45][CH2:44]1. Procedure details: Prepared from N-(2-aminoethyl)-6-[(2,2-diphenylethyl)amino]-9-{(2R,3R,4S,5S)-5-[(ethylamino)carbonyl]-3,4-dihydroxytetrahydro-2-furanyl}-9H-purine-2-carboxamide (Preparation 10) and N-{2-[cyclohexyl(isopropyl)amino]ethyl}1H-imidazole-1-carboxamide (Preparation 29) by a similar method to Example 1. Starting materials: NC=1C=C2C(=NC=NC2=CC1)NC1=CC(=CC=C1)Br (6-amino 4-(3-bromoanilino)quinazoline), CSSCCC(=O)O (3-Methyldisulfanyl-propionic acid), CN1CCOCC1 (N-methyl morpholine), ClC(=O)OCC(C)C (isobutyl chloroformate). Solvent: C(Cl)Cl (methylene chloride), CO (methanol), O1CCCC1 (tetrahydrofuran). Run at temperature 0 celsius, time 5 minute. Yields the product BrC=1C=C(C=CC1)NC1=NC=NC2=CC=C(C=C12)NC(CCSSC)=O (N-[4-(3-Bromo-phenylamino)-quinazolin-6-yl]-3-methyldisulfanyl-propionamide). Yield: 20.0%. As a reaction SMILES: [CH3:1][S:2][S:3][CH2:4][CH2:5][C:6]([OH:8])=O.ClC(OCC(C)C)=O.CN1CCOCC1.[NH2:24][C:25]1[CH:26]=[C:27]2[C:32](=[CH:33][CH:34]=1)[N:31]=[CH:30][N:29]=[C:28]2[NH:35][C:36]1[CH:41]=[CH:40][CH:39]=[C:38]([Br:42])[CH:37]=1>O1CCCC1.C(Cl)Cl.CO>[Br:42][C:38]1[CH:37]=[C:36]([NH:35][C:28]2[C:27]3[C:32](=[CH:33][CH:34]=[C:25]([NH:24][C:6](=[O:8])[CH2:5][CH2:4][S:3][S:2][CH3:1])[CH:26]=3)[N:31]=[CH:30][N:29]=2)[CH:41]=[CH:40][CH:39]=1. Procedure details: A solution of 1.5 grams of disulfide acid from Example 70 in 30 mL of tetrahydrofuran was cooled in an ice bath. A 1.28 mL portion of isobutyl chloroformate followed by a 1.08 mL portion of N-methyl morpholine were added. After stirring for 5 minutes at 0° C., 0.77 grams of 6-amino 4-(3-bromoanilino)quinazoline was added. The mixture was stirred for 3 hours at 0° C. and then allowed to warm to room temperature. The reaction was quenched with water and the tetrahydrofuran was evaporated under vac... Reactants: C(C1=CC=CC=C1)(=O)OC1CC(NC(C1)(C)C)(C)C (4-benzoyloxy-2,2,6,6-tetramethylpiperidine), C(C)(C)(C)OO (tert-butyl hydroperoxide). Run in CCCCCCCC (n-octane). The product is C(C1=CC=CC=C1)(=O)OC1CC(N(C(C1)(C)C)OCCCCCCCC)(C)C (4-benzoyloxy-1-octyloxy-2,2,6,6-tetramethylpiperidine). Reagents/catalysts: [Mo](=O)(=O)=O (molybdenum trioxide). Run at temperature 120 celsius. Reaction SMILES: [C:1]([O:9][CH:10]1[CH2:15][C:14]([CH3:17])([CH3:16])[NH:13][C:12]([CH3:19])([CH3:18])[CH2:11]1)(=[O:8])[C:2]1[CH:7]=[CH:6][CH:5]=[CH:4][CH:3]=1.[C:20]([O:24]O)([CH3:23])(C)C>[Mo](=O)(=O)=O.CCCCCCCC>[C:1]([O:9][CH:10]1[CH2:15][C:14]([CH3:17])([CH3:16])[N:13]([O:24][CH2:20][CH2:23][CH2:6][CH2:7][CH2:2][CH2:3][CH2:4][CH3:5])[C:12]([CH3:19])([CH3:18])[CH2:11]1)(=[O:8])[C:2]1[CH:7]=[CH:6][CH:5]=[CH:4][CH:3]=1. Reported procedure: A mixture of 55.3 grams (0.2 mol) of 4-benzoyloxy-2,2,6,6-tetramethylpiperidine, 2.8 grams of molybdenum trioxide and 250 ml of n-octane is heated to 120° C. A solution of 90.2 grams (0.7 mol) of 70% aqueous tert-butyl hydroperoxide is added dropwise to the hot reaction mixture. Water is removed by azeotropic distillation and collected in a Dean-Stark trap. The reaction mixture is heated at reflux till the red color of the intermediate N-oxyl compound disappears. Solids are removed by filtration... Reactants: COC(C(CCN1N=CC=N1)NC(=O)OC(C)(C)C)=O (2-tert-butoxycarbonylamino-4-1,2,3-triazol-2-yl-butyric acid methyl ester), [OH-].[Na+] (NaOH). The solvent is CO (MeOH). Conditions: temperature 80 celsius, time 60 minute. The product is C(C)(C)(C)OC(=O)NC(C(=O)O)CCN1N=CC=N1 (2-tert-butoxycarbonylamino-4-1,2,3-triazol-2-yl-butyric acid). The yield is 97.1%. As a reaction SMILES: C[O:2][C:3](=[O:20])[CH:4]([NH:12][C:13]([O:15][C:16]([CH3:19])([CH3:18])[CH3:17])=[O:14])[CH2:5][CH2:6][N:7]1[N:11]=[CH:10][CH:9]=[N:8]1.[OH-].[Na+]>CO>[C:16]([O:15][C:13]([NH:12][CH:4]([CH2:5][CH2:6][N:7]1[N:8]=[CH:9][CH:10]=[N:11]1)[C:3]([OH:20])=[O:2])=[O:14])([CH3:19])([CH3:17])[CH3:18] |f:1.2|. Reported procedure: A mixture of 0.50 g (1.6 mmol) of 2-tert-butoxycarbonylamino-4-1,2,3-triazol-2-yl-butyric acid methyl ester in 1.0 mL of MeOH and 3.0 mL (9.0 mmol) of 3M aq. NaOH is stirred at 80° C. for 60 min The mixture was cooled to rt and washed with EtOAc (1×10 mL). After adjusting the pH to 4 with 3M HCl, the mixture is extracted with EtOAc (3×) and the extracts are washed with brine, then dried with Na2SO4, filtered, and concentrated to provide 0.42 g (87%) of 2-tert-butoxycarbonylamino-4-1,2,3-triazol-... Reactants: CCOC(=O)C1CCC(=O)CC1, Cc1ccccc1, O, OCCO. Product: CCOC(=O)C1CCC2(CC1)OCCO2. As a reaction SMILES: [CH2:1]([CH3:2])[O:3][C:4](=[O:5])[CH:6]1[CH2:7][CH2:8][C:9](=[O:12])[CH2:10][CH2:11]1.[CH3:18][c:19]1[cH:20][cH:21][cH:22][cH:23][cH:24]1.[OH2:17].[OH:13][CH2:14][CH2:15][OH:16]>>[CH2:1]([CH3:2])[O:3][C:4](=[O:5])[CH:6]1[CH2:7][CH2:8][C:9]2([CH2:10][CH2:11]1)[O:12][CH2:15][CH2:14][O:13]2. Starting materials: NC(CC(=O)O)C1=CC(=C(C=C1)OCCCC)OC (3-amino-3-(4-butoxy-3-methoxyphenyl)propionic acid), C([O-])([O-])=O.[Na+].[Na+] (sodium carbonate), CCOCC (ether), C(=O)(OCC)N1C(C=2C(C1=O)=CC=CC2)=O (N-carbethoxyphthalimide). The solvent is O (water), C(C)#N (acetonitrile). Conditions: time 1 hour. Product: C1(C=2C(C(N1C(CC(=O)O)C1=CC(=C(C=C1)OCCCC)OC)=O)=CC=CC2)=O (3-phthalimido-3-(4-butoxy-3-methoxyphenyl)propionic acid). Isolated yield 51.5%. Reaction SMILES: [NH2:1][CH:2]([C:7]1[CH:12]=[CH:11][C:10]([O:13][CH2:14][CH2:15][CH2:16][CH3:17])=[C:9]([O:18][CH3:19])[CH:8]=1)[CH2:3][C:4]([OH:6])=[O:5].C(=O)([O-])[O-].[Na+].[Na+].C(N1[C:35](=[O:36])[C:34]2=[CH:37][CH:38]=[CH:39][CH:40]=[C:33]2[C:32]1=[O:41])(OCC)=O.CCOCC>O.C(#N)C>[C:32]1(=[O:41])[N:1]([CH:2]([C:7]2[CH:12]=[CH:11][C:10]([O:13][CH2:14][CH2:15][CH2:16][CH3:17])=[C:9]([O:18][CH3:19])[CH:8]=2)[CH2:3][C:4]([OH:6])=[O:5])[C:35](=[O:36])[C:34]2=[CH:37][CH:38]=[CH:39][CH:40]=[C:33]12 |f:1.2.3|. Reported procedure: To a stirred solution of 3-amino-3-(4-butoxy-3-methoxyphenyl)propionic acid (1.31 g, 4.98 mmol) and sodium carbonate (0.554 g, 5.23 mmol) in a mixture of 100 mL of water and 100 mL of acetonitrile (mixture was warmed gently to dissolve solid, small amount of brown solid did not dissolve removed by filtration) was added N-carbethoxyphthalimide (1.09 g, 4.98 mmol). The mixture was stirred for 1 hour, then partially concentrated in vacuo to remove the acetonitrile. The pH was adjusted to 0-1 with 4...